Dataset: the Open Reaction Database (ORD), a public repository of structured organic reaction records. Task: describe an organic reaction: reactants, conditions, products, and yield The reactants are C(CCC)[Li] (n-butyl lithium), C(C)(C)(C)N1C=NC(C=C1)=O (1-tert-butylpyrimidin-4-one), C[Si](C)(C)C=[N+]=[N-] (trimethylsilyldiazomethane), C(C)(C)NC(C)C (diisopropylamine), O1CCCC1 (tetrahydrofuran), O1CCCC1 (tetrahydrofuran). Run in CCCCCC (hexane), CCCCCC (hexane), O (water). Reaction conditions: time 30 minute. Product: C(C)(C)(C)N1CCC(CC1)C=O (1-tert-butylpiperidin-4-carboaldehyde). RXN SMILES: C(NC(C)C)(C)C.C([Li])CCC.C[Si](C=[N+]=[N-])(C)C.[C:20]([N:24]1[CH:29]=[CH:28]C(=O)N=C1)([CH3:23])([CH3:22])[CH3:21].[O:31]1[CH2:35][CH2:34][CH2:33][CH2:32]1>O.CCCCCC>[C:20]([N:24]1[CH2:29][CH2:28][CH:34]([CH:35]=[O:31])[CH2:33][CH2:32]1)([CH3:23])([CH3:22])[CH3:21]. Procedure: 6.52 g of diisopropylamine was dissolved in 24 mL of tetrahydrofuran, and the solution was cooled on ice. Then, 2.91 mL of n-butyl lithium (a 2.66 M hexane solution) was added thereto. After stirring at the same temperature for 30 minutes, the mixture was kept at −78° C. To the reaction mixture, 3.87 mL of trimethylsilyldiazomethane (a 2 M hexane solution) was added at the same temperature, and the mixture was stirred at the same temperature for 1 hour. To the reaction mixture, a solution prepar... Starting materials: [N+](=O)([O-])C=C(NCCSCC=1SC=CN1)NCCSCC=1SC=CN1 (1-Nitro-2,2-bis-[2-(2-thiazolylmethylthio)ethylamino]ethylene), I(=O)(=O)(=O)[O-].[Na+] (sodium metaperiodate). Run in O (water). Run at time 20 hour. Product: [N+](=O)([O-])C=C(NCCS(=O)CC=1SC=CN1)NCCSCC=1SC=CN1 (1-Nitro-2-[2-(2-thiazolylmethylthio)ethylamino]-2-[2-(2-thiazolylmethylsulphinyl)ethylamino]ethylene). RXN SMILES: [N+:1]([CH:4]=[C:5]([NH:16][CH2:17][CH2:18][S:19][CH2:20][C:21]1[S:22][CH:23]=[CH:24][N:25]=1)[NH:6][CH2:7][CH2:8][S:9][CH2:10][C:11]1[S:12][CH:13]=[CH:14][N:15]=1)([O-:3])=[O:2].I([O-])(=O)(=O)=[O:27].[Na+]>O>[N+:1]([CH:4]=[C:5]([NH:16][CH2:17][CH2:18][S:19][CH2:20][C:21]1[S:22][CH:23]=[CH:24][N:25]=1)[NH:6][CH2:7][CH2:8][S:9]([CH2:10][C:11]1[S:12][CH:13]=[CH:14][N:15]=1)=[O:27])([O-:3])=[O:2] |f:1.2|. Reported procedure: 1-Nitro-2,2-bis-[2-(2-thiazolylmethylthio)ethylamino]ethylene (4.5 g) was added to a stirred solution of an equivalent amount of sodium metaperiodate (2.3 g) in water (1600 ml), and the resulting solution was stirred at room temperature for 20 hours. Evaporation of the solvent and chromatographic purification of the residue on silica gel gave the title product as an oil. The structure of the product was confirmed by the 100 mHz n.m.r. spectrum in 2H6 -dimethylsulphoxide which showed the followin...